From a dataset of the Open Reaction Database (ORD), a public repository of structured organic reaction records. describe an organic reaction: reactants, conditions, products, and yield Starting materials: CC1=C(C(=CC=C1)C)C1=NN2C(C=CC(=C2)COC2=CC=C(C=C2)[C@H](CC(=O)OCC)C#CC)=N1 (ethyl (3S)-3-[4-[[2-(2,6-dimethylphenyl)-[1,2,4]triazolo[1,5-a]pyridin-6-yl]methoxy]phenyl]hex-4-ynoate), [OH-].[Na+] (NaOH). The solvent is CCO (EtOH). Run at temperature 80 celsius, time 30 minute. The product is CC1=C(C(=CC=C1)C)C1=NN2C(C=CC(=C2)COC2=CC=C(C=C2)[C@H](CC(=O)O)C#CC)=N1 ((3S)-3-[4-[[2-(2,6-Dimethylphenyl)-[1,2,4]triazolo[1,5-a]pyridin-6-yl]methoxy]phenyl]hex-4-ynoic acid). Yield: 75.0%. RXN SMILES: [CH3:1][C:2]1[CH:7]=[CH:6][CH:5]=[C:4]([CH3:8])[C:3]=1[C:9]1[N:35]=[C:12]2[CH:13]=[CH:14][C:15]([CH2:17][O:18][C:19]3[CH:24]=[CH:23][C:22]([C@@H:25]([C:32]#[C:33][CH3:34])[CH2:26][C:27]([O:29]CC)=[O:28])=[CH:21][CH:20]=3)=[CH:16][N:11]2[N:10]=1.[OH-].[Na+]>CCO>[CH3:1][C:2]1[CH:7]=[CH:6][CH:5]=[C:4]([CH3:8])[C:3]=1[C:9]1[N:35]=[C:12]2[CH:13]=[CH:14][C:15]([CH2:17][O:18][C:19]3[CH:20]=[CH:21][C:22]([C@@H:25]([C:32]#[C:33][CH3:34])[CH2:26][C:27]([OH:29])=[O:28])=[CH:23][CH:24]=3)=[CH:16][N:11]2[N:10]=1 |f:1.2|. Procedure details: To a solution of ethyl (3S)-3-[4-[[2-(2,6-dimethylphenyl)-[1,2,4]triazolo[1,5-a]pyridin-6-yl]methoxy]phenyl]hex-4-ynoate (0.22 g, 0.47 mmol) in EtOH (20 mL) is added 5 N NaOH (0.3 mL) and the reaction mixture is stirred at 80° C. in a microwave instrument for 30 minutes. The reaction mixture is evaporated to dryness, diluted with water, and acidified with 6 N HCl solution to pH ˜3. The precipitated solid is filtered, washed with n-pentane, and dried to give the title compound as a white solid (0... Product: ClC1=CC=C(C=C1)C=CC1=[N+](C=CC=C1)[O-] (2-[2-(4-Chloro-phenyl)-vinyl]-pyridine 1-oxide). RXN SMILES: [N+:1]1([O-:8])[C:2]([CH3:7])=[CH:3][CH:4]=[CH:5][CH:6]=1.C([O-])(C)(C)C.[K+].[Cl:15][C:16]1[CH:23]=[CH:22][C:19]([CH:20]=O)=[CH:18][CH:17]=1>>[Cl:15][C:16]1[CH:23]=[CH:22][C:19]([CH:20]=[CH:7][C:2]2[CH:3]=[CH:4][CH:5]=[CH:6][N+:1]=2[O-:8])=[CH:18][CH:17]=1 |f:1.2|. Procedure details: Following the general method described in example 2a, 2-picoline-1-oxide was reacted with potassium tert.-butanolate and 4-chloro-benzaldehyde. After extraction and chromatography the title compound was obtained as a yellow solid material. MS: m/e=231 (M+). The reactants are [N+]=1(C(=CC=CC1)C)[O-] (2-picoline-1-oxide), C(C)(C)(C)[O-].[K+] (potassium tert.-butanolate), ClC1=CC=C(C=O)C=C1 (4-chloro-benzaldehyde). Reactants: C=CCCC(=O)C1CCCC(C)N1C(=O)OC(C)(C)C, CCO. The product is CCCCC(=O)C1CCCC(C)N1C(=O)OC(C)(C)C. Reaction SMILES: [C:1](=[O:2])([O:3][C:4]([CH3:5])([CH3:6])[CH3:7])[N:8]1[CH:9]([CH3:20])[CH2:10][CH2:11][CH2:12][CH:13]1[C:14]([CH2:15][CH2:16][CH:17]=[CH2:18])=[O:19].[CH3:21][CH2:22][OH:23]>>[C:1](=[O:2])([O:3][C:4]([CH3:5])([CH3:6])[CH3:7])[N:8]1[CH:9]([CH3:20])[CH2:10][CH2:11][CH2:12][CH:13]1[C:14]([CH2:15][CH2:16][CH2:17][CH3:18])=[O:19]. The reactants are C(Cl)Cl (DCM), COC1=C(C(=CC=C1)OC)C1=CC(=NN1C1=C(C=C(C=C1)C(N(CCCN(C)C)C)=O)C(C)C)C(=O)NC1(C2CC3CC(CC1C3)C2)C(=O)O (2-[5-(2,6-dimethoxyphenyl)-1-[4-[N-methyl-N-(3-dimethylaminopropyl)carbamoyl]-2-isopropylphenyl]-3-pyrazolylcarbonylamino]-2-adamantanecarboxylic acid), solution, [OH-].OCC[N+](C)(C)C (choline hydroxide). Run in CO (MeOH). Run at temperature 35 celsius, time 15 minute. The product is OCC[N+](C)(C)C.COC1=C(C(=CC=C1)OC)C1=CC(=NN1C1=C(C=C(C=C1)C(N(CCCN(C)C)C)=O)C(C)C)C(=O)NC1(C2CC3CC(CC1C3)C2)C(=O)[O-] (2-[5-(2,6-Dimethoxyphenyl)-1-[4-[N-methyl-N-(3-dimethylaminopropyl)carbamoyl]-2-isopropylphenyl]-3-pyrazolylcarbonylamino]-2-adamantanecarboxylic acid choline salt). Reaction SMILES: C(Cl)Cl.[CH3:4][O:5][C:6]1[CH:11]=[CH:10][CH:9]=[C:8]([O:12][CH3:13])[C:7]=1[C:14]1[N:18]([C:19]2[CH:24]=[CH:23][C:22]([C:25](=[O:34])[N:26]([CH3:33])[CH2:27][CH2:28][CH2:29][N:30]([CH3:32])[CH3:31])=[CH:21][C:20]=2[CH:35]([CH3:37])[CH3:36])[N:17]=[C:16]([C:38]([NH:40][C:41]2([C:51]([OH:53])=[O:52])[CH:48]3[CH2:49][CH:44]4[CH2:45][CH:46]([CH2:50][CH:42]2[CH2:43]4)[CH2:47]3)=[O:39])[CH:15]=1.[OH-].[OH:55][CH2:56][CH2:57][N+:58]([CH3:61])([CH3:60])[CH3:59]>CO>[OH:55][CH2:56][CH2:57][N+:58]([CH3:61])([CH3:60])[CH3:59].[CH3:13][O:12][C:8]1[CH:9]=[CH:10][CH:11]=[C:6]([O:5][CH3:4])[C:7]=1[C:14]1[N:18]([C:19]2[CH:24]=[CH:23][C:22]([C:25](=[O:34])[N:26]([CH3:33])[CH2:27][CH2:28][CH2:29][N:30]([CH3:31])[CH3:32])=[CH:21][C:20]=2[CH:35]([CH3:37])[CH3:36])[N:17]=[C:16]([C:38]([NH:40][C:41]2([C:51]([O-:53])=[O:52])[CH:42]3[CH2:43][CH:44]4[CH2:45][CH:46]([CH2:47][CH:48]2[CH2:49]4)[CH2:50]3)=[O:39])[CH:15]=1 |f:2.3,5.6|. Reported procedure: A solution of 1 ml of DCM containing 0.05 g of the compound obtained in EXAMPLE 1' and 0.025 ml of a 45% solution of choline hydroxide in MeOH are left stirring for 15 minutes at 35° C. and the mixture is then concentrated under vacuum. The residue is triturated in 5 ml of ether and the precipitate formed is drained. 0.03 g of the expected product is obtained, m.p.=150° C.